Dataset: the Open Reaction Database (ORD), a public repository of structured organic reaction records. Task: describe an organic reaction: reactants, conditions, products, and yield Starting materials: C(CCCCCCCCCCCCCCCCC)C1C(=O)OC(C1)=O (octadecyl succinic anhydride), C(O)CN (ethanolamine). Yields the product OCCN1C(C(CC1=O)CCCCCCCCCCCCCCCCCC)=O (N-(2-hydroxyethyl)octadecyl succinimide). The yield is 53.7%. RXN SMILES: [CH2:1]([CH:19]1[CH2:24][C:23](=[O:25])[O:22][C:20]1=O)[CH2:2][CH2:3][CH2:4][CH2:5][CH2:6][CH2:7][CH2:8][CH2:9][CH2:10][CH2:11][CH2:12][CH2:13][CH2:14][CH2:15][CH2:16][CH2:17][CH3:18].[CH2:26]([CH2:28][NH2:29])[OH:27]>>[OH:27][CH2:26][CH2:28][N:29]1[C:23](=[O:25])[CH2:24][CH:19]([CH2:1][CH2:2][CH2:3][CH2:4][CH2:5][CH2:6][CH2:7][CH2:8][CH2:9][CH2:10][CH2:11][CH2:12][CH2:13][CH2:14][CH2:15][CH2:16][CH2:17][CH3:18])[C:20]1=[O:22]. Reported procedure: A 50 mL reaction flask was charged with 17.6 g of octadecyl succinic anhydride (manufactured by Tokyo Chemical Industry Co., Ltd.) and 3.1 g of ethanolamine (manufactured by Tokyo Chemical Industry Co., Ltd.), and the resulting mixture was reacted at 160° C. for 4 hours under continuous nitrogen purging and with vigorous stirring. The reaction product was purified by silica gel column chromatography (mobile phase: ethyl acetate/hexane), yielding 10.6 g of N-(2-hydroxyethyl)octadecyl succinimide ... Reactants: [H-].[Al+3].[Li+].[H-].[H-].[H-] (lithium aluminum hydride), COCCOCOCCCCCC(C(=O)OCC)C(=O)OCC (diethyl 2-[5-(2-methoxyethoxy)methoxypentyl]malonate), [OH-].[Na+] (sodium hydroxide). Run in O1CCCC1 (tetrahydrofuran), O1CCCC1 (tetrahydrofuran). Conditions: time 3 hour. Yields the product OCC(CO)CCCCCOCOCCOC (2-Hydroxymethyl-7-(2-methoxyethoxy)methoxy-1-heptanol). Yield: 90.1%. As a reaction SMILES: [CH3:1][O:2][CH2:3][CH2:4][O:5][CH2:6][O:7][CH2:8][CH2:9][CH2:10][CH2:11][CH2:12][CH:13]([C:19](OCC)=[O:20])[C:14](OCC)=[O:15].[H-].[Al+3].[Li+].[H-].[H-].[H-].[OH-].[Na+]>O1CCCC1>[OH:20][CH2:19][CH:13]([CH2:12][CH2:11][CH2:10][CH2:9][CH2:8][O:7][CH2:6][O:5][CH2:4][CH2:3][O:2][CH3:1])[CH2:14][OH:15] |f:1.2.3.4.5.6,7.8|. Procedure: A solution of 10.29 g of diethyl 2-[5-(2-methoxyethoxy)methoxypentyl]malonate (prepared as described in Preparation 61) dissolved in 100 ml of tetrahydrofuran was added dropwise to 2.40 g of lithium aluminum hydride dispersed in 100 ml of tetrahydrofuran, whilst ice-cooling (at 5° to 7° C.). The mixture was then stirred at room temperature for 3 hours, and then 9.60 ml of a 4% w/v aqueous solution of sodium hydroxide were added dropwise whilst maintaining the temperature at from 5° to 9° C. The ...